From a dataset of the Open Reaction Database (ORD), a public repository of structured organic reaction records. describe an organic reaction: reactants, conditions, products, and yield The reactants are FC1=CC=C(C(=O)C=2NC(NC2C)=O)C=C1 (4-(4-fluorobenzoyl)-1,3-dihydro-5-methyl-2H-imidazol-2-one), CC=1NC(=C(N1)C)C (2,4,5-trimethyl-1H-imidazole). The product is CC=1NC(NC1C(C1=CC=C(C=C1)N1C(=NC(=C1C)C)C)=O)=O (1,3-Dihydro-4-methyl-5-[4-(2,4,5-trimethyl-1H-imidazol-1-yl)benzoyl]-2H-imidazol-2-one). As a reaction SMILES: F[C:2]1[CH:16]=[CH:15][C:5]([C:6]([C:8]2[NH:9][C:10](=[O:14])[NH:11][C:12]=2[CH3:13])=[O:7])=[CH:4][CH:3]=1.[CH3:17][C:18]1[NH:19][C:20]([CH3:24])=[C:21]([CH3:23])[N:22]=1>>[CH3:13][C:12]1[NH:11][C:10](=[O:14])[NH:9][C:8]=1[C:6](=[O:7])[C:5]1[CH:15]=[CH:16][C:2]([N:19]2[C:20]([CH3:24])=[C:21]([CH3:23])[N:22]=[C:18]2[CH3:17])=[CH:3][CH:4]=1. Reported procedure: In a manner similar to Example IV react 4-(4-fluorobenzoyl)-1,3-dihydro-5-methyl-2H-imidazol-2-one with 2,4,5-trimethyl-1H-imidazole to produce the title compound. The reactants are ClC1=C(C(=CC(=C1)C(F)(F)F)Cl)C(CC(=O)OCC)O (ethyl 3-(2,6-dichloro-4-trifluoromethylphenyl)-3-hydroxypropionate), [Cr](=O)(=O)([O-])Cl.[NH+]1=CC=CC=C1 (pyridinium chlorochromate). Run in C(Cl)Cl (methylene chloride), C(Cl)Cl (methylene chloride), CCOCC (ether). Conditions: time 8 hour. Yields the product ClC1=C(C(=CC(=C1)C(F)(F)F)Cl)C(CC(=O)OCC)=O (ethyl 3-(2,6-dichloro-4-trifluoromethylphenyl)-3-oxopropionate), oil. Yield: 41.9%. As a reaction SMILES: [Cl:1][C:2]1[CH:7]=[C:6]([C:8]([F:11])([F:10])[F:9])[CH:5]=[C:4]([Cl:12])[C:3]=1[CH:13]([OH:20])[CH2:14][C:15]([O:17][CH2:18][CH3:19])=[O:16].[Cr](Cl)([O-])(=O)=O.[NH+]1C=CC=CC=1>C(Cl)Cl.CCOCC>[Cl:1][C:2]1[CH:7]=[C:6]([C:8]([F:9])([F:10])[F:11])[CH:5]=[C:4]([Cl:12])[C:3]=1[C:13](=[O:20])[CH2:14][C:15]([O:17][CH2:18][CH3:19])=[O:16] |f:1.2|. Procedure: An anhydrous methylene chloride solution of 20.0 g of ethyl 3-(2,6-dichloro-4-trifluoromethylphenyl)-3-hydroxypropionate (8) was added to a suspension of 19.6 g of pyridinium chlorochromate and 15 g of Celite in 100 ml of methylene chloride at room temperature, and the mixture was stirred overnight. The reaction mixture was diluted with 200 ml of ether and thereafter applied to a column packed with 100 g of silica gel. Ether was used for elution, and the eluent was concentrated under reduced pre...